From a dataset of the Open Reaction Database (ORD), a public repository of structured organic reaction records. describe an organic reaction: reactants, conditions, products, and yield The reactants are O (Water), C(C)OC(=O)N1[C@@H](C[C@@H](C2=NC(=CC=C12)OC)NC1=NC=C(C=N1)Br)C ((2R*,4S*)-4-(5-Bromopyrimidin-2-yl)amino-6-methoxy-2-methyl-3,4-dihydro-2H-[1,5]naphthyridine-1-carboxylic acid ethyl ester), FC(C=1C=C(CBr)C=C(C1)C(F)(F)F)(F)F (3,5-bis(trifluoromethyl)benzyl bromide), [H-].[Na+] (sodium hydride). Run in C(C)(=O)OCC (ethyl acetate), CN(C=O)C (N,N-dimethylformamide). Reaction conditions: time 10 minute. Product: C(C)OC(=O)N1[C@@H](C[C@@H](C2=NC(=CC=C12)OC)NC1=NC=C(C(=N1)CC1=CC(=CC(=C1)C(F)(F)F)C(F)(F)F)Br)C ((2R*,4S*)-4-{[3,5-bis(trifluoromethyl)benzyl]-(5-bromopyrimidin-2-yl)}amino-6-methoxy-2-methyl-3,4-dihydro-2H-[1,5]naphthyridine-1-carboxylic acid ethyl ester). Reaction SMILES: [CH2:1]([O:3][C:4]([N:6]1[C:15]2[C:10](=[N:11][C:12]([O:16][CH3:17])=[CH:13][CH:14]=2)[C@@H:9]([NH:18][C:19]2[N:24]=[CH:23][C:22]([Br:25])=[CH:21][N:20]=2)[CH2:8][C@H:7]1[CH3:26])=[O:5])[CH3:2].[H-].[Na+].[F:29][C:30]([F:44])([F:43])[C:31]1[CH:32]=[C:33]([CH:36]=[C:37]([C:39]([F:42])([F:41])[F:40])[CH:38]=1)[CH2:34]Br.O>CN(C)C=O.C(OCC)(=O)C>[CH2:1]([O:3][C:4]([N:6]1[C:15]2[C:10](=[N:11][C:12]([O:16][CH3:17])=[CH:13][CH:14]=2)[C@@H:9]([NH:18][C:19]2[N:20]=[C:21]([CH2:34][C:33]3[CH:36]=[C:37]([C:39]([F:41])([F:42])[F:40])[CH:38]=[C:31]([C:30]([F:29])([F:43])[F:44])[CH:32]=3)[C:22]([Br:25])=[CH:23][N:24]=2)[CH2:8][C@H:7]1[CH3:26])=[O:5])[CH3:2] |f:1.2|. Reported procedure: (2R*,4S*)-4-(5-Bromopyrimidin-2-yl)amino-6-methoxy-2-methyl-3,4-dihydro-2H-[1,5]naphthyridine-1-carboxylic acid ethyl ester (5.9 g) is dissolved in N,N-dimethylformamide (60 ml), then thereto is added sodium hydride(62.7%, 697 mg) at room temperature, and the mixture is stirred for 10 minutes. After adding 3,5-bis(trifluoromethyl)benzyl bromide (3.85 ml), the mixture is stirred at room temperature for 2 hours. Water and ethyl acetate is added to the reaction solution, the organic layer is washed... Reaction SMILES: [CH2:7]1[O:8][CH2:9][CH2:10][O:11][CH2:12]1.[CH3:33][C:34]1([CH3:35])[C:36]([CH3:37])([CH3:38])[O:39][B:40]([c:41]2[cH:42][n:43][c:44]([NH2:47])[n:45][cH:46]2)[O:48]1.[CH3:49][CH2:50][O:51][C:52](=[O:53])[CH3:54].[Cl:13][c:14]1[n:15][c:16]([N:27]2[CH2:28][CH2:29][O:30][CH2:31][CH2:32]2)[c:17]2[n:18][cH:19][n:20]([CH2:23][CH:24]3[CH2:25][CH2:26]3)[c:21]2[n:22]1.[Na+:1].[Na+:2].[O-:3][C:4](=[O:5])[O-:6].[OH2:55]>>[c:14]1(-[c:41]2[cH:42][n:43][c:44]([NH2:47])[n:45][cH:46]2)[n:15][c:16]([N:27]2[CH2:28][CH2:29][O:30][CH2:31][CH2:32]2)[c:17]2[n:18][cH:19][n:20]([CH2:23][CH:24]3[CH2:25][CH2:26]3)[c:21]2[n:22]1. Starting materials: C1COCCO1, CC1(C)OB(c2cnc(N)nc2)OC1(C)C, CCOC(C)=O, Clc1nc(N2CCOCC2)c2ncn(CC3CC3)c2n1, [Na+], [Na+], O=C([O-])[O-], O. Yields the product Nc1ncc(-c2nc(N3CCOCC3)c3ncn(CC4CC4)c3n2)cn1. The reactants are COC1=C(C=CC=C1)N1CCNCC1 (1-(2-Methoxyphenyl)piperazine), C(C(=C)C1=CC=CC=C1)(=O)O (atropic acid). Run in C(C)O (ethanol). The product is COC1=C(C=CC=C1)N1CCN(CC1)CC(C(=O)O)C1=CC=CC=C1 (α-{1-[4-(2-Methoxyphenyl)piperazinyl]methyl}-benzeneacetic acid). As a reaction SMILES: [CH3:1][O:2][C:3]1[CH:8]=[CH:7][CH:6]=[CH:5][C:4]=1[N:9]1[CH2:14][CH2:13][NH:12][CH2:11][CH2:10]1.[C:15]([OH:25])(=[O:24])[C:16]([C:18]1[CH:23]=[CH:22][CH:21]=[CH:20][CH:19]=1)=[CH2:17]>C(O)C>[CH3:1][O:2][C:3]1[CH:8]=[CH:7][CH:6]=[CH:5][C:4]=1[N:9]1[CH2:14][CH2:13][N:12]([CH2:17][CH:16]([C:18]2[CH:23]=[CH:22][CH:21]=[CH:20][CH:19]=2)[C:15]([OH:25])=[O:24])[CH2:11][CH2:10]1. Reported procedure: 1-(2-Methoxyphenyl)piperazine (22.6 g; 0.118 mol) and atropic acid (174 g, 0.118 moll in ethanol (300 ml) were heated under reflux for 18 hours, cooled to room temperature, and evaporated in vacuo. The solid was triturated with acetone (3×100 ml) to give a first crop of product (13.8 g) as white crystals. The filtrate was evaporated in vacuo to give an oil which slowly crystallised over 1 month. The solid was triturated with acetone (200 ml) to give a second crop of the hemihydrate of the produc... Starting materials: COC(=O)C1=CN=CC=2CN(CCC12)CC1=CC=CC=C1 (7-benzyl-5,6,7,8-tetrahydro-[2,7]naphthyridine-4-carboxylic acid methyl ester), C(=O)[O-].[NH4+] (ammonium formate). The reagents and catalysts are [Pd] (Pd/C). Run in CO (methanol). The product is COC(=O)C1=CN=CC=2CNCCC12 (5,6,7,8-tetrahydro-[2,7]naphthyridine-4-carboxylic acid methyl ester). The yield is 79.4%. RXN SMILES: [CH3:1][O:2][C:3]([C:5]1[C:14]2[CH2:13][CH2:12][N:11](CC3C=CC=CC=3)[CH2:10][C:9]=2[CH:8]=[N:7][CH:6]=1)=[O:4].C([O-])=O.[NH4+]>CO.[Pd]>[CH3:1][O:2][C:3]([C:5]1[C:14]2[CH2:13][CH2:12][NH:11][CH2:10][C:9]=2[CH:8]=[N:7][CH:6]=1)=[O:4] |f:1.2|. Procedure details: In a 2 L 3-necked flask equipped with a mechanical stirrer and condenser was placed 7-benzyl-5,6,7,8-tetrahydro-[2,7]naphthyridine-4-carboxylic acid methyl ester (11.28 g, 0.04) in methanol (500 mL). To this solution was added ammonium formate (37.8 g, 0.6 mol) and 10% Pd/C (11 g, 50% water wet). The resulting mixture was stirred and heated to reflux for 15 min. The reaction mixture was filtered through glass microfiber filter paper. The catalyst on filter paper was washed with hot methanol (200...